From a dataset of the Open Reaction Database (ORD), a public repository of structured organic reaction records. describe an organic reaction: reactants, conditions, products, and yield The reactants are O=C(NCc1cc(Cl)cc(Cl)c1)c1nc(Br)c2cccnc2c1O, O=C([O-])[O-], O=C([O-])[O-], CN1CCCN(C)C1=O, [Cs+], [Cs+], [Na+], [Na+], Oc1ccccc1. Product: O=C(NCc1cc(Cl)cc(Cl)c1)c1nc(Oc2ccccc2)c2cccnc2c1O. As a reaction SMILES: [Br:1][c:2]1[c:3]2[cH:4][cH:5][cH:6][n:7][c:8]2[c:9]([OH:24])[c:10]([C:12](=[O:13])[NH:14][CH2:15][c:16]2[cH:17][c:18]([Cl:23])[cH:19][c:20]([Cl:22])[cH:21]2)[n:11]1.[C:32](=[O:33])([O-:34])[O-:35].[C:38](=[O:39])([O-:40])[O-:41].[CH3:44][N:45]1[CH2:46][CH2:47][CH2:48][N:49]([CH3:50])[C:51]1=[O:52].[Cs+:36].[Cs+:37].[Na+:42].[Na+:43].[OH:25][c:26]1[cH:27][cH:28][cH:29][cH:30][cH:31]1>>[c:2]1([O:25][c:26]2[cH:27][cH:28][cH:29][cH:30][cH:31]2)[c:3]2[cH:4][cH:5][cH:6][n:7][c:8]2[c:9]([OH:24])[c:10]([C:12](=[O:13])[NH:14][CH2:15][c:16]2[cH:17][c:18]([Cl:23])[cH:19][c:20]([Cl:22])[cH:21]2)[n:11]1. Reactants: IC1=NNC(=C1C(=O)OCC)C(=O)OCC (Diethyl 3-iodo-1H-pyrazole-4,5-dicarboxylate), OCC(C)NC(OC(C)(C)C)=O (tert-butyl (1-hydroxypropan-2-yl)carbamate), C1=CC=C(C=C1)P(C2=CC=CC=C2)C3=CC=CC=C3 (PPh3), CC(C)OC(=O)/N=N/C(=O)OC(C)C (DIAD). The solvent is C(C)(=O)OCC (ethyl acetate), C1CCOC1 (THF), C1CCOC1 (THF), C1CCOC1 (THF). Reaction conditions: temperature 0 celsius, time 0.5 hour. Yields the product C(C)(C)(C)OC(=O)NC(CN1N=C(C(=C1C(=O)OCC)C(=O)OCC)I)C (Diethyl 1-(2-((tert-butoxycarbonyl)amino)propyl)-3-iodo-1H-pyrazole-4,5-dicarboxylate). The yield is 59.7%. Reaction SMILES: C1C=CC(P(C2C=CC=CC=2)C2C=CC=CC=2)=CC=1.CC(OC(/N=N/C(OC(C)C)=O)=O)C.[I:34][C:35]1[C:39]([C:40]([O:42][CH2:43][CH3:44])=[O:41])=[C:38]([C:45]([O:47][CH2:48][CH3:49])=[O:46])[NH:37][N:36]=1.O[CH2:51][CH:52]([NH:54][C:55](=[O:61])[O:56][C:57]([CH3:60])([CH3:59])[CH3:58])[CH3:53]>C1COCC1.C(OCC)(=O)C>[C:57]([O:56][C:55]([NH:54][CH:52]([CH3:53])[CH2:51][N:37]1[C:38]([C:45]([O:47][CH2:48][CH3:49])=[O:46])=[C:39]([C:40]([O:42][CH2:43][CH3:44])=[O:41])[C:35]([I:34])=[N:36]1)=[O:61])([CH3:60])([CH3:59])[CH3:58]. Procedure details: To a stirred suspension of PPh3 (12.41 g, 47.3 mmol) in THF (100 mL) was added DIAD (9.20 mL, 47.3 mmol) at 10° C. and allowed to stir at 0° C. for 0.5 h. Intermediate 104C (8.0 g, 23.66 mmol) was added as a solution in THF (10 mL) at 0° C. and stirred at RT for 45 min. The reaction mixture was cooled again to 0° C. and tert-butyl (1-hydroxypropan-2-yl)carbamate (5.39 g, 30.8 mmol) was added as a solution in THF (10 mL) and the mixture was stirred at RT for 16 h. The reaction mixture was diluted... Starting materials: COC1=C(C=CC=C1OC)CC(CC(=O)OCC)C1=CC=CC=C1 (Ethyl 4-(2',3'-dimethoxyphenyl)-3-phenylbutyrate), [OH-].[Na+] (sodium hydroxide). The solvent is CO (methanol). Conditions: time 18 hour. Product: COC1=C(C=CC=C1OC)CC(CC(=O)O)C1=CC=CC=C1 (4-(2',3'-Dimethoxyphenyl)-3-phenylbutyric Acid). Isolated yield 100.2%. RXN SMILES: [CH3:1][O:2][C:3]1[C:8]([O:9][CH3:10])=[CH:7][CH:6]=[CH:5][C:4]=1[CH2:11][CH:12]([C:19]1[CH:24]=[CH:23][CH:22]=[CH:21][CH:20]=1)[CH2:13][C:14]([O:16]CC)=[O:15].[OH-].[Na+]>CO>[CH3:1][O:2][C:3]1[C:8]([O:9][CH3:10])=[CH:7][CH:6]=[CH:5][C:4]=1[CH2:11][CH:12]([C:19]1[CH:20]=[CH:21][CH:22]=[CH:23][CH:24]=1)[CH2:13][C:14]([OH:16])=[O:15] |f:1.2|. Procedure: Ethyl 4-(2',3'-dimethoxyphenyl)-3-phenylbutyrate (40.3 g, 123 mmol), from Step 3, was dissolved in 400 mL of methanol and 62 mL of 3M aqueous sodium hydroxide solution was added in one portion. The reaction mixture was stirred at ambient temperature for 18 h. The reaction mixture was concentrated and the residue was partitioned between 300 mL of diethyl ether and 200 mL of water. The layers were separated and the aqueous layer was adjusted to pH 6 with 6M aqueous hydrochloric acid solution and e... Starting materials: COC(=O)C(C)(SC)c1ccc2cc(OC)ccc2c1, CO. Product: COC(=O)C(C)c1ccc2cc(OC)ccc2c1. RXN SMILES: [CH3:1][S:2][C:3]([C:4](=[O:5])[O:6][CH3:7])([CH3:8])[c:9]1[cH:10][c:11]2[cH:12][cH:13][c:14]([O:19][CH3:20])[cH:15][c:16]2[cH:17][cH:18]1.[CH3:21][OH:22]>>[CH:3]([C:4](=[O:5])[O:6][CH3:7])([CH3:8])[c:9]1[cH:10][c:11]2[cH:12][cH:13][c:14]([O:19][CH3:20])[cH:15][c:16]2[cH:17][cH:18]1. Reactants: O=C1CCC(=O)N1Br, CN(C)C=O, ClC(Cl)Cl, O=C1OC2(CN3CCC2CC3)CN1c1nccs1. Yields the product O=C1OC2(CN3CCC2CC3)CN1c1ncc(Br)s1. RXN SMILES: [Br:19][N:20]1[C:21](=[O:22])[CH2:23][CH2:24][C:25]1=[O:26].[CH3:27][N:28]([CH3:29])[CH:30]=[O:31].[CH:32]([Cl:33])([Cl:34])[Cl:35].[s:1]1[c:2]([N:6]2[C:7](=[O:18])[O:8][C:9]3([CH2:10][N:11]4[CH2:12][CH2:13][CH:14]3[CH2:15][CH2:16]4)[CH2:17]2)[n:3][cH:4][cH:5]1>>[s:1]1[c:2]([N:6]2[C:7](=[O:18])[O:8][C:9]3([CH2:10][N:11]4[CH2:12][CH2:13][CH:14]3[CH2:15][CH2:16]4)[CH2:17]2)[n:3][cH:4][c:5]1[Br:19]. Reactants: CC(C)C[AlH]CC(C)C, CC(C)=CCCC(C)=CC=C(C#N)C(C)C, CCCCCC, Cc1ccccc1, O. As a reaction SMILES: [CH3:17][CH:18]([CH2:19][AlH:20][CH2:21][CH:22]([CH3:23])[CH3:24])[CH3:25].[CH3:1][CH:2]([CH3:3])[C:4]([C:5]#[N:6])=[CH:7][CH:8]=[C:9]([CH2:10][CH2:11][CH:12]=[C:13]([CH3:14])[CH3:15])[CH3:16].[CH3:27][CH2:28][CH2:29][CH2:30][CH2:31][CH3:32].[CH3:33][c:34]1[cH:35][cH:36][cH:37][cH:38][cH:39]1.[OH2:26]>>[CH3:1][CH:2]([CH3:3])[C:4]([CH:5]=[O:26])=[CH:7][CH:8]=[C:9]([CH2:10][CH2:11][CH:12]=[C:13]([CH3:14])[CH3:15])[CH3:16]. Product: CC(C)=CCCC(C)=CC=C(C=O)C(C)C.